This data is from the Open Reaction Database (ORD), a public repository of structured organic reaction records. The task is: describe an organic reaction: reactants, conditions, products, and yield The reactants are CC(C)(C)[O-].[K+] (t-BuOK), C(C1=CC=CC=C1)OC=1C=CC(=C(OCC(=O)C2=CC=C(C=C2)OC)C1)C=C (2-(5-benzyloxy-2-vinylphenoxy)-1-(4-methoxyphenyl)ethanone), resultant mixture. The solvent is C1CCOC1 (THF). Conditions: temperature 0 celsius, time 15 minute. The product is C(C1=CC=CC=C1)OC1=CC(=C(C=C1)C=C)OCC(=C)C1=CC=C(C=C1)OC (4-benzyloxy-2-[2-(4-methoxyphenyl)allyloxy]-1-vinylbenzene). Yield: 95.0%. Reaction SMILES: [CH3:1]C([O-])(C)C.[K+].[CH2:7]([O:14][C:15]1[CH:16]=[CH:17][C:18]([CH:33]=[CH2:34])=[C:19]([CH:32]=1)[O:20][CH2:21][C:22]([C:24]1[CH:29]=[CH:28][C:27]([O:30][CH3:31])=[CH:26][CH:25]=1)=O)[C:8]1[CH:13]=[CH:12][CH:11]=[CH:10][CH:9]=1>C1COCC1>[CH2:7]([O:14][C:15]1[CH:16]=[CH:17][C:18]([CH:33]=[CH2:34])=[C:19]([O:20][CH2:21][C:22]([C:24]2[CH:29]=[CH:28][C:27]([O:30][CH3:31])=[CH:26][CH:25]=2)=[CH2:1])[CH:32]=1)[C:8]1[CH:13]=[CH:12][CH:11]=[CH:10][CH:9]=1 |f:0.1|. Procedure details: A suspension of MTPPB (2.29 g, 6.41 mmol) in anhydrous THF (20 mL) was cooled in an ice bath and added with t-BuOK (0.72 g, 6.42 mmol) in portions under nitrogen. After stirring at 0° C. for 15 min, the suspension was added with compound 2a (2.0 g, 5.34 mmol) as obtained above. The resultant mixture was stirred at 0° C. for 2 hrs, followed by quenching with a saturated NH4Cl solution. After removal of most of the THF in vacuo, the resultant residue was extracted six times with EtOAc (20 mL). The...